Dataset: the Open Reaction Database (ORD), a public repository of structured organic reaction records. Task: describe an organic reaction: reactants, conditions, products, and yield Starting materials: [Na] (sodium), P(OCC)(OCC)[O-] (diethyl phosphite), CO[N+]1=CC=CC=C1 (N-methoxy pyridinium), diethyl sodio phosphonate, O (water). The solvent is O1CCOCC1 (dioxane), C1(=CC=CC=C1)C (toluene), C(Cl)(Cl)Cl (chloroform). Product: N1=C(C=CC=C1)P(OCC)(=O)OCC (diethyl pyridine-2-phosphonate), diethyl pyridine 4-phosphonate. RXN SMILES: [Na].[P:2]([O-:9])([O:6][CH2:7][CH3:8])[O:3][CH2:4][CH3:5].CO[N+:12]1[CH:17]=[CH:16][CH:15]=[CH:14][CH:13]=1.O>O1CCOCC1.C1(C)C=CC=CC=1.C(Cl)(Cl)Cl>[N:12]1[CH:17]=[CH:16][CH:15]=[CH:14][C:13]=1[P:2]([O:6][CH2:7][CH3:8])(=[O:9])[O:3][CH2:4][CH3:5] |^1:0|. Procedure: To pyridine N-oxide (19 g; 0.2 mole) was added dimethyl sulfate (25.2 g; 0.2 mole) during 30 minutes. The reaction was completed by heating at 100° C. for two hours yielding N-methoxy pyridinium methosulfate. Diethyl sodio phosphonate was prepared by dissolving sodium (4.6 g; 0.2 mole) in a solution of diethyl phosphite (27.6 g; 0.2 mole) in dioxane (100 ml) in an argon atmosphere. The N-methoxy pyridinium quaternary was suspended in toluene by stirring while the diethyl sodio phosphonate soluti... Starting materials: Cc1ccccc1, CC(C)(C)OC(=O)N1CCc2ncnc(O)c2CC1, O=P(Cl)(Cl)Cl. The product is CC(C)(C)OC(=O)N1CCc2ncnc(Cl)c2CC1. RXN SMILES: [CH3:25][c:26]1[cH:27][cH:28][cH:29][cH:30][cH:31]1.[OH:1][c:2]1[n:3][cH:4][n:5][c:6]2[c:12]1[CH2:11][CH2:10][N:9]([C:13](=[O:14])[O:15][C:16]([CH3:17])([CH3:18])[CH3:19])[CH2:8][CH2:7]2.[P:20]([Cl:21])([Cl:22])([Cl:23])=[O:24]>>[c:2]1([Cl:22])[n:3][cH:4][n:5][c:6]2[c:12]1[CH2:11][CH2:10][N:9]([C:13](=[O:14])[O:15][C:16]([CH3:17])([CH3:18])[CH3:19])[CH2:8][CH2:7]2. Reactants: C[Li] (methyllithium), FC=1C(=C2CC(NC2=CC1)=O)/C(=C/C(C=1NC=CC1)=O)/I ((Z)-5-fluoro-4-[1-iodo-3-oxo-3-(1H-pyrrol-2-yl)-propenyl]-1,3-dihydro-indol-2-one). Reagents/catalysts: [Cu]I (copper(I) iodide). Solvent: C1CCOC1 (THF), C1CCOC1 (THF). Reaction conditions: temperature 0 celsius, time 15 minute. The product is FC=1C=2C3=C(C(NC3=CC1)=O)C(=CC2C)C=2NC=CC2 (6-fluoro-5-methyl-3-(1H-pyrrol-2-yl)-1H-benzo[cd]indol-2-one). Reaction SMILES: [CH3:1][Li].[F:3][C:4]1[C:5](/[C:14](/I)=[CH:15]/[C:16](=O)[C:17]2[NH:18][CH:19]=[CH:20][CH:21]=2)=[C:6]2[C:10](=[CH:11][CH:12]=1)[NH:9][C:8](=[O:13])[CH2:7]2>C1COCC1.[Cu]I>[F:3][C:4]1[C:5]2[C:6]3[C:10](=[CH:11][CH:12]=1)[NH:9][C:8](=[O:13])[C:7]=3[C:16]([C:17]1[NH:18][CH:19]=[CH:20][CH:21]=1)=[CH:15][C:14]=2[CH3:1]. Procedure details: To a suspension of copper(I) iodide (Aldrich, 190 mg, 1.0 mmol) in dry THF (2 mL) was added methyllithium (Aldrich, 1.4 M solution in ether, 1.42 mL, 2.0 mmol), under argon, at 0° C. and the reaction mixture was stirred for 15 minutes. To the colorless solution obtained was added dropwise a solution of (Z)-5-fluoro-4-[l -iodo-3-oxo-3-(1H-pyrrol-2-yl)-propenyl]-1,3-dihydro-indol-2-one (from Example 8 above) (39.6 mg, 0.1 mmol) in THF (2 mL). After stirring at 0° C. for another 45 minutes, the rea... The reactants are CN(C=O)C (N,N-Dimethylformamide), BrC=1C=C2C=C(C=NC2=CC1)C(=O)OC (Methyl 6-bromoquinoline-3-carboxylate), C([O-])([O-])=O.[Cs+].[Cs+] (cesium carbonate), NC1=CC=CC=C1 (aniline), 1,1′-binaphthalene-2,2′-diylbis(diphenylphosphine). The reagents and catalysts are C(C)(=O)[O-].[Pd+2].C(C)(=O)[O-] (palladium(II) acetate). Solvent: O (water). Conditions: temperature 100 celsius. The product is C1(=CC=CC=C1)NC=1C=C2C=C(C=NC2=CC1)C(=O)OC (methyl 6-(phenylamino)quinoline-3-carboxylate). Reaction SMILES: Br[C:2]1[CH:3]=[C:4]2[C:9](=[CH:10][CH:11]=1)[N:8]=[CH:7][C:6]([C:12]([O:14][CH3:15])=[O:13])=[CH:5]2.[NH2:16][C:17]1[CH:22]=[CH:21][CH:20]=[CH:19][CH:18]=1.C(=O)([O-])[O-].[Cs+].[Cs+].CN(C)C=O>C([O-])(=O)C.[Pd+2].C([O-])(=O)C.O>[C:17]1([NH:16][C:2]2[CH:3]=[C:4]3[C:9](=[CH:10][CH:11]=2)[N:8]=[CH:7][C:6]([C:12]([O:14][CH3:15])=[O:13])=[CH:5]3)[CH:22]=[CH:21][CH:20]=[CH:19][CH:18]=1 |f:2.3.4,6.7.8|. Reported procedure: Methyl 6-bromoquinoline-3-carboxylate (Int-1, 0.25 g, 0.94 mmol), aniline (94 μL, 1.0 mmol), palladium(II) acetate (21 mg, 0.094 mmol), 1,1′-binaphthalene-2,2′-diylbis(diphenylphosphine) (43 mg, 0.070 mmol), and cesium carbonate (431 mg, 1.32 mmol) were combined in a microwave vial fitted with a stirbar. N,N-Dimethylformamide (5.5 mL) was added, the vial was capped and the contents heated in a microwave at 100° C. for 1 h. The vial was cooled to room temperature, opened and the contents poured i... Reactants: C(C)(=O)OC1=CC=C(C(=O)Cl)C=C1 (4-acetoxy-benzoyl chloride), COC1=C(C(C(=O)O)=CC=C1)N (3-methoxy-anthranilic acid), N1=CC=CC=C1 (pyridine), ice water. Conditions: time 2 hour. The product is C(C)(=O)OC1=CC=C(C=C1)C1=NC2=C(C(O1)=O)C=C(C=C2)OC (2-(4-Acetoxy-phenyl)-6-methoxy-3,1-benzoxazin-4-one). Reaction SMILES: [CH3:1][O:2][C:3]1[CH:11]=[CH:10][CH:9]=[C:5]([C:6]([OH:8])=[O:7])[C:4]=1N.[C:13]([O:16][C:17]1[CH:25]=[CH:24][C:20]([C:21](Cl)=O)=[CH:19][CH:18]=1)(=[O:15])[CH3:14].[N:26]1C=CC=CC=1>>[C:13]([O:16][C:17]1[CH:25]=[CH:24][C:20]([C:21]2[O:8][C:6](=[O:7])[C:5]3[CH:4]=[C:3]([O:2][CH3:1])[CH:11]=[CH:10][C:9]=3[N:26]=2)=[CH:19][CH:18]=1)(=[O:15])[CH3:14]. Reported procedure: 16.7 gm (0.1 mol) of 3-methoxy-anthranilic acid were dissolved in 100 ml of pyridine, and the solution was mixed, while cooling and stirring, with 23.8 gm (0.1 mol+20%) of 4-acetoxy-benzoyl chloride. After 2 hours the reaction was finished, and the reaction mixture was poured into ice water. The crystalline precipitate thus formed was suction filtered off, dried and recrystallized from methanol. The reactants are organozinc, ClCCl (dichloromethane), BrC=1C=CC2=C(C=3N=C(SC3CCO2)C=2N(N=CN2)C(C)C)C1 (9-Bromo-2-(2-isopropyl-2H-[1,2,4]triazol-3-yl)-4,5-dihydro-6-oxa-3-thia-1-aza-benzo[e]azulene), Cl[Si](C)(C)C (Chlorotrimethylsilane), BrCCBr (1,2-dibromoethane), IC1CN(C1)C(=O)OC(C)(C)C (tert-butyl 3-iodoazetidine-1-carboxylate). Reagents/catalysts: C1=CC=C(C=C1)P([C-]2C=CC=C2)C3=CC=CC=C3.C1=CC=C(C=C1)P([C-]2C=CC=C2)C3=CC=CC=C3.Cl[Pd]Cl.[Fe+2] ([1,1′-Bis(diphenylphosphino)ferrocen]dichloropalladium(II)), [Cu]I (copper(I) iodide), [Zn] (Zinc). Solvent: CC(=O)N(C)C (DMA), CC(=O)N(C)C (DMA), CC(=O)N(C)C (DMA). Conditions: time 15 minute. The product is C(C)(C)(C)OC(=O)N1CC(C1)C=1C=CC2=C(C=3N=C(SC3CCO2)C=2N(N=CN2)C(C)C)C1 (3-[2-(2-Isopropyl-2H-[1,2,4]triazol-3-yl)-4,5-dihydro-6-oxa-3-thia-1-aza-benzo[e]azulen-9-yl]-azetidine-1-carboxylic acid tert-butyl ester). Reaction SMILES: Cl[Si](C)(C)C.BrCCBr.I[CH:11]1[CH2:14][N:13]([C:15]([O:17][C:18]([CH3:21])([CH3:20])[CH3:19])=[O:16])[CH2:12]1.ClCCl.Br[C:26]1[CH:27]=[CH:28][C:29]2[O:38][CH2:37][CH2:36][C:35]3[S:34][C:33]([C:39]4[N:40]([CH:44]([CH3:46])[CH3:45])[N:41]=[CH:42][N:43]=4)=[N:32][C:31]=3[C:30]=2[CH:47]=1>CC(N(C)C)=O.[Zn].C1C=CC(P(C2C=CC=CC=2)[C-]2C=CC=C2)=CC=1.C1C=CC(P(C2C=CC=CC=2)[C-]2C=CC=C2)=CC=1.Cl[Pd]Cl.[Fe+2].[Cu]I>[C:18]([O:17][C:15]([N:13]1[CH2:14][CH:11]([C:26]2[CH:27]=[CH:28][C:29]3[O:38][CH2:37][CH2:36][C:35]4[S:34][C:33]([C:39]5[N:40]([CH:44]([CH3:45])[CH3:46])[N:41]=[CH:42][N:43]=5)=[N:32][C:31]=4[C:30]=3[CH:47]=2)[CH2:12]1)=[O:16])([CH3:21])([CH3:20])[CH3:19] |f:7.8.9.10|. Procedure details: Zinc (151 mg, 2.31 mmol) was stirred in DMA (0.4 mL) under an atmosphere of argon. Chlorotrimethylsilane (25 uL, 0.20 mmol) and 1,2-dibromoethane (20 uL, 0.2 mmol) were added (gentle exotherm) and the mixture stirred at room temperature for 15 min. A solution of tert-butyl 3-iodoazetidine-1-carboxylate (0.5 g, 1.8 mmol) in DMA (1 mL) was introduced and the reaction was allowed to stir at room temperature for an additional 30 min. Meanwhile, [1,1′-Bis(diphenylphosphino)ferrocen]dichloropalladium(... Reactants: COCC(OC=1C=C(C=C2C=C(NC12)C=1SC(CN1)CC(=O)OCC)OC1=CC=C(C=C1)S(=O)(=O)C)C (ethyl (2-{7-(2-methoxy-1-methylethoxy)-5-[4-(methylsulfonyl)phenoxy]-1H-indol-2-yl}-4,5-dihydro-1,3-thiazol-5-yl)acetate), O1CCCC1 (tetrahydrofuran), [OH-].[Na+] (sodium hydroxide). The solvent is C(C)O (ethanol). Reaction conditions: time 2 hour. Yields the product COCC(OC=1C=C(C=C2C=C(NC12)C=1SC(CN1)CC(=O)O)OC1=CC=C(C=C1)S(=O)(=O)C)C ((2-{7-(2-Methoxy-1-methylethoxy)-5-[4-(methylsulfonyl)phenoxy]-1H-indol-2-yl}-4,5-dihydro-1,3-thiazol-5-yl)acetic acid). Isolated yield 44.8%. RXN SMILES: [CH3:1][O:2][CH2:3][CH:4]([CH3:37])[O:5][C:6]1[CH:7]=[C:8]([O:26][C:27]2[CH:32]=[CH:31][C:30]([S:33]([CH3:36])(=[O:35])=[O:34])=[CH:29][CH:28]=2)[CH:9]=[C:10]2[C:14]=1[NH:13][C:12]([C:15]1[S:16][CH:17]([CH2:20][C:21]([O:23]CC)=[O:22])[CH2:18][N:19]=1)=[CH:11]2.O1CCCC1.[OH-].[Na+]>C(O)C>[CH3:1][O:2][CH2:3][CH:4]([CH3:37])[O:5][C:6]1[CH:7]=[C:8]([O:26][C:27]2[CH:32]=[CH:31][C:30]([S:33]([CH3:36])(=[O:35])=[O:34])=[CH:29][CH:28]=2)[CH:9]=[C:10]2[C:14]=1[NH:13][C:12]([C:15]1[S:16][CH:17]([CH2:20][C:21]([OH:23])=[O:22])[CH2:18][N:19]=1)=[CH:11]2 |f:2.3|. Procedure details: To a mixture of ethyl (2-{7-(2-methoxy-1-methylethoxy)-5-[4-(methylsulfonyl)phenoxy]-1H-indol-2-yl}-4,5-dihydro-1,3-thiazol-5-yl)acetate (134 mg), tetrahydrofuran (1 mL) and ethanol (1 mL) was added 1M aqueous sodium hydroxide solution (0.51 mL). The whole was stirred at room temperature for 2 h, and then concentrated in vacuo. The residue was acidified by 1M hydrochloric acid, and then extracted with ethyl acetate-tetrahydrofuran. The organic layer was washed successively with water and brine, ... Reactants: C(C)OC1=C(C(=C(C=C1)C=1[Se]C(=CC1)C=CCC)F)F (2-(4-ethoxy-2,3-difluorophenyl)-5-but-1-enylselenophene). The reagents and catalysts are [Pd] (Pd/C). The solvent is C(C)(=O)OCC (ethyl acetate). Yields the product C(C)OC1=C(C(=C(C=C1)C=1[Se]C(=CC1)CCCC)F)F (2-(4-Ethoxy-2,3-difluorophenyl)-5-butylselenophene), solid. As a reaction SMILES: [CH2:1]([O:3][C:4]1[CH:9]=[CH:8][C:7]([C:10]2[Se:11][C:12]([CH:15]=[CH:16][CH2:17][CH3:18])=[CH:13][CH:14]=2)=[C:6]([F:19])[C:5]=1[F:20])[CH3:2]>C(OCC)(=O)C.[Pd]>[CH2:1]([O:3][C:4]1[CH:9]=[CH:8][C:7]([C:10]2[Se:11][C:12]([CH2:15][CH2:16][CH2:17][CH3:18])=[CH:13][CH:14]=2)=[C:6]([F:19])[C:5]=1[F:20])[CH3:2]. Procedure details: 2.30 g (6.22 mmol) of 2-(4-ethoxy-2,3-difluorophenyl)-5-but-1-enylselenophene are hydrogenated in 70 ml of ethyl acetate, in the presence of Pd/C (5% of Pd) at atmospheric pressure and RT. The reaction soln. is filtered and concentrated to dryness, and the crude product is purified by recrystallisation from n-heptane. 2-(4-Ethoxy-2,3-difluorophenyl)-5-butylselenophene is obtained as a colourless solid (m.p. 47° C.). Reactants: [OH-].[Na+] (sodium hydroxide), Cl (hydrochloric acid), C(C)(C)(C)C=1C=C(CCl)C=C(C1O)C(C)(C)C (3,5-di-t-butyl-4-hydroxybenzyl chloride), C(CC)=O (propionaldehyde). Reagents/catalysts: [Br-].C(CCC)[N+](CCCC)(CCCC)CCCC (tetrabutylammonium bromide). The solvent is C1=CC=CC=C1 (benzene), O (water), O (water), C1=CC=CC=C1 (benzene). Conditions: temperature 70 celsius, time 30 minute. The product is C(C)(C)(C)C=1C=C(CC(C=O)C)C=C(C1O)C(C)(C)C (3,5-ditert.butyl-4-hydroxybenzyl propionaldehyde). As a reaction SMILES: [OH-].[Na+].[C:3]([C:7]1[CH:8]=[C:9]([CH:12]=[C:13]([C:16]([CH3:19])([CH3:18])[CH3:17])[C:14]=1[OH:15])[CH2:10]Cl)([CH3:6])([CH3:5])[CH3:4].[CH:20](=[O:23])[CH2:21][CH3:22].Cl>[Br-].C([N+](CCCC)(CCCC)CCCC)CCC.C1C=CC=CC=1.O>[C:3]([C:7]1[CH:8]=[C:9]([CH:12]=[C:13]([C:16]([CH3:19])([CH3:18])[CH3:17])[C:14]=1[OH:15])[CH2:10][CH:21]([CH3:22])[CH:20]=[O:23])([CH3:6])([CH3:5])[CH3:4] |f:0.1,5.6|. Reported procedure: A mixture of 30 grams of sodium hydroxide, 5 grams of tetrabutylammonium bromide, 60 milliliters of water and 250 milliliters of benzene is heated to 70° C. and to it is added over a period of 5 hours a solution of 127.5 grams of 3,5-di-t-butyl-4-hydroxybenzyl chloride and 17.5 grams of propionaldehyde in 125 milliliters of benzene. The reaction mixture is stirred for an additional 30 minutes at 70° C. and is then neutralized by the addition of a solution of 50 milliliters of concentrated hydroc... The reactants are Cl (hydrochloric acid), ClC1=C(CN2CCN(CC2)C(=O)OC(C)(C)C)C=C(C=C1)NC1=NC=CC2=C(C(=CC=C12)C)[N+](=O)[O-] (tert-butyl 4-(2-chloro-5-((6-methyl-5-nitroisoquinolin-1-yl)amino)benzyl)piperazine-1-carboxylate). Reagents/catalysts: [Fe] (Iron). Solvent: C(C)O.O (ethanol water). Product: NC1=C2C=CN=C(C2=CC=C1C)NC=1C=CC(=C(CN2CCN(CC2)C(=O)OC(C)(C)C)C1)Cl (tert-butyl 4-(5-((5-amino-6-methylisoquinolin-1-yl)amino)-2-chlorobenzyl)piperazine-1-carboxylate). Isolated yield 71.6%. Reaction SMILES: Cl.[Cl:2][C:3]1[CH:22]=[CH:21][C:20]([NH:23][C:24]2[C:33]3[C:28](=[C:29]([N+:35]([O-])=O)[C:30]([CH3:34])=[CH:31][CH:32]=3)[CH:27]=[CH:26][N:25]=2)=[CH:19][C:4]=1[CH2:5][N:6]1[CH2:11][CH2:10][N:9]([C:12]([O:14][C:15]([CH3:18])([CH3:17])[CH3:16])=[O:13])[CH2:8][CH2:7]1>[Fe].C(O)C.O>[NH2:35][C:29]1[C:30]([CH3:34])=[CH:31][CH:32]=[C:33]2[C:28]=1[CH:27]=[CH:26][N:25]=[C:24]2[NH:23][C:20]1[CH:21]=[CH:22][C:3]([Cl:2])=[C:4]([CH:19]=1)[CH2:5][N:6]1[CH2:7][CH2:8][N:9]([C:12]([O:14][C:15]([CH3:16])([CH3:17])[CH3:18])=[O:13])[CH2:10][CH2:11]1 |f:3.4|. Procedure: Iron (257 mg, 4.145 mmol) and concentrated hydrochloric acid (0.03 mL) were added to ethanol/water (10 mL/10 mL), and refluxed for 1 hour. The mixed reaction solution was added with tert-butyl 4-(2-chloro-5-((6-methyl-5-nitroisoquinolin-1-yl)amino)benzyl)piperazine-1-carboxylate (424.5 mg, 0.829 mmol) obtained in <Step 3> above, and refluxed for 3 hours. The reaction mixture was filtered a Celite pad under reduced pressure, and washed with ethanol and chloroform/2-propanol=3/1 (v/v). The filtrat...